describe an organic reaction: reactants, conditions, products, and yield From a dataset of the Open Reaction Database (ORD), a public repository of structured organic reaction records. Reactants: [Al+3], C1CCOC1, CNc1ncccc1C(=O)OC(C)(C)C, [H-], [H-], [H-], [H-], [Li+], [Na+], [Na+], [Na+], O=S(=O)([O-])[O-], [OH-], O. Yields the product CNc1ncccc1CO. RXN SMILES: [Al+3:17].[CH2:31]1[O:32][CH2:33][CH2:34][CH2:35]1.[CH3:1][NH:2][c:3]1[c:4]([C:5](=[O:6])[O:7][C:8]([CH3:9])([CH3:10])[CH3:11])[cH:12][cH:13][cH:14][n:15]1.[H-:16].[H-:19].[H-:20].[H-:21].[Li+:18].[Na+:23].[Na+:24].[Na+:25].[O-:26][S:27]([O-:28])(=[O:29])=[O:30].[OH-:22].[OH2:36]>>[CH3:1][NH:2][c:3]1[c:4]([CH2:5][OH:6])[cH:12][cH:13][cH:14][n:15]1. Starting materials: C(C)(=O)OC(C)=O (acetic anhydride), C(C)(=O)[O-].[Mg+2].C(C)(=O)[O-] (magnesium acetate), C(CC(=O)C)(=O)N[C@@H](CC(=O)O)C(=O)O (N-acetoacetyl-L-aspartic acid), CC(=O)C (acetone), C(CC(=O)C)(=O)N[C@@H](CC(=O)O)C(=O)O (N-acetoacetyl-L-aspartic acid). The solvent is C(C)(=O)O (acetic acid). Conditions: time 3 hour. The product is 17.3, C(CC(=O)C)(=O)N[C@H]1CC(=O)OC1=O (N-acetoacetyl-L-aspartic anhydride). As a reaction SMILES: [C:1]([NH:7][C@H:8]([C:13]([OH:15])=[O:14])[CH2:9][C:10]([OH:12])=O)(=[O:6])[CH2:2][C:3]([CH3:5])=[O:4].CC(C)=O.C(OC(=O)C)(=O)C.C([O-])(=O)C.[Mg+2].C([O-])(=O)C>C(O)(=O)C>[C:1]([NH:7][C@@H:8]1[C:13](=[O:14])[O:15][C:10](=[O:12])[CH2:9]1)(=[O:6])[CH2:2][C:3]([CH3:5])=[O:4] |f:3.4.5|. Procedure details: N-acetoacetyl-L-aspartic acid, 21.7 parts, was slurried with 20 parts by volume of dry acetone and 10.7 parts acetic anhydride. Anhydrous magnesium acetate, 0.20 parts, was dissolved in 2.0 volumes glacial acetic acid and the solution was added to the stirred slurry of N-acetoacetyl-L-aspartic acid. The mixture was stirred for 3 hours at room temperature and the solid was then collected on a filter under nitrogen. The solid was rinsed with dry ethyl acetate and then dried at 0.1 mm to afford 17.... As a reaction SMILES: [C:1]([C:3]([OH:10])([CH2:7][CH2:8][CH3:9])[CH2:4][CH2:5][CH3:6])#[CH:2].Br[C:12]1[CH:13]=[C:14]([CH:17]=[CH:18][CH:19]=1)[C:15]#[N:16]>>[OH:10][C:3]([CH2:7][CH2:8][CH3:9])([CH2:4][CH2:5][CH3:6])[C:1]#[C:2][C:12]1[CH:13]=[C:14]([CH:17]=[CH:18][CH:19]=1)[C:15]#[N:16]. Procedure: Coupling of 4-ethynylheptan-4-ol with 3-bromobenzonitrile following the method described in Example 12 gives 3-(3-hydroxy-3-propylhex-1-ynyl)benzonitrile. The product is OC(C#CC=1C=C(C#N)C=CC1)(CCC)CCC (3-(3-hydroxy-3-propylhex-1-ynyl)benzonitrile). The reactants are C(#C)C(CCC)(CCC)O (4-ethynylheptan-4-ol), BrC=1C=C(C#N)C=CC1 (3-bromobenzonitrile). Starting materials: FC=1C=C(C=CC1[N+](=O)[O-])O (3-fluoro-4-nitrophenol), C([O-])([O-])=O.[K+].[K+] (potassium carbonate), BrCCC=C (4-bromo-1-butene). Solvent: C(C)#N (acetonitrile). Yields the product C(CC=C)OC1=CC(=C(C=C1)[N+](=O)[O-])F (4-(3-butenyloxy)-2-fluoronitrobenzene). RXN SMILES: [F:1][C:2]1[CH:3]=[C:4]([OH:11])[CH:5]=[CH:6][C:7]=1[N+:8]([O-:10])=[O:9].C(=O)([O-])[O-].[K+].[K+].Br[CH2:19][CH2:20][CH:21]=[CH2:22]>C(#N)C>[CH2:22]([O:11][C:4]1[CH:5]=[CH:6][C:7]([N+:8]([O-:10])=[O:9])=[C:2]([F:1])[CH:3]=1)[CH2:21][CH:20]=[CH2:19] |f:1.2.3|. Procedure: To an acetonitrile (25 mL) solution of 3-fluoro-4-nitrophenol (1.57 g; 10.0 mmol) and potassium carbonate (2.09 g; 15.1 mmol), 4-bromo-1-butene (2.21 g; 16.0 mmol) was added, and the mixture was refluxed and then reacted overnight. After completion of the reaction, the solution was filtrated by Celite, and then the filtrate was concentrated under a reduced pressure. The residue was purified by column chromatography (solvent, hexane:methylene chloride=6:4) using methylene chloride, and then the e... The product is CCNc1cc(-c2nn(C(c3ccccc3)(c3ccccc3)c3ccccc3)c3ccc([N+](=O)[O-])cc23)ccn1. The reactants are CCN, C1CCOC1, O=[N+]([O-])c1ccc2c(c1)c(-c1ccnc(F)c1)nn2C(c1ccccc1)(c1ccccc1)c1ccccc1. Reaction SMILES: [CH2:39]([CH3:40])[NH2:41].[CH2:42]1[O:43][CH2:44][CH2:45][CH2:46]1.[F:1][c:2]1[n:3][cH:4][cH:5][c:6](-[c:8]2[n:9][n:10]([C:20]([c:21]3[cH:22][cH:23][cH:24][cH:25][cH:26]3)([c:27]3[cH:28][cH:29][cH:30][cH:31][cH:32]3)[c:33]3[cH:34][cH:35][cH:36][cH:37][cH:38]3)[c:11]3[cH:12][cH:13][c:14]([N+:17](=[O:18])[O-:19])[cH:15][c:16]23)[cH:7]1>>[c:2]1([NH:41][CH2:39][CH3:40])[n:3][cH:4][cH:5][c:6](-[c:8]2[n:9][n:10]([C:20]([c:21]3[cH:22][cH:23][cH:24][cH:25][cH:26]3)([c:27]3[cH:28][cH:29][cH:30][cH:31][cH:32]3)[c:33]3[cH:34][cH:35][cH:36][cH:37][cH:38]3)[c:11]3[cH:12][cH:13][c:14]([N+:17](=[O:18])[O-:19])[cH:15][c:16]23)[cH:7]1. Starting materials: COC(=O)c1ccc2c(c1)NC(=O)C(C)(C)O2, CN(C)C=O, CCOC(C)=O, [H-], CC(C)I, [Na+], O. Product: COC(=O)c1ccc2c(c1)N(C(C)C)C(=O)C(C)(C)O2. Reaction SMILES: [CH3:1][C:2]1([CH3:17])[O:3][c:4]2[c:5]([cH:9][c:10]([C:13](=[O:14])[O:15][CH3:16])[cH:11][cH:12]2)[NH:6][C:7]1=[O:8].[CH3:25][N:26]([CH3:27])[CH:28]=[O:29].[CH3:30][CH2:31][O:32][C:33](=[O:34])[CH3:35].[H-:18].[I:20][CH:21]([CH3:22])[CH3:23].[Na+:19].[OH2:24]>>[CH3:1][C:2]1([CH3:17])[O:3][c:4]2[c:5]([cH:9][c:10]([C:13](=[O:14])[O:15][CH3:16])[cH:11][cH:12]2)[N:6]([CH:21]([CH3:22])[CH3:23])[C:7]1=[O:8]. The reactants are NC=1SC2=C(N1)CCC(C2)CC(=O)N2CCN(CC2)C2=NC=CC=C2 ((+)-1-[(2-amino-4,5,6,7-tetrahydro-6-benzothiazolyl)acetyl]-4-(2-pyridyl)piperazine), [BH4-].[Na+] (sodium borohydride), B(F)(F)F.CCOCC (boron trifluoride etherate). The solvent is O1CCCC1 (tetrahydrofuran). Reaction conditions: time 1 hour. The product is N1=C(C=CC=C1)N1CCN(CC1)CCC1CC2=C(N=C(S2)N)CC1 ((+)-4,5,6,7-tetrahydro-6-[2-[4-(2-pyridinyl)-1-piperazinyl]ethyl]-2-benzothiazolamine). The yield is 67.1%. RXN SMILES: [NH2:1][C:2]1[S:3][C:4]2[CH2:10][CH:9]([CH2:11][C:12]([N:14]3[CH2:19][CH2:18][N:17]([C:20]4[CH:25]=[CH:24][CH:23]=[CH:22][N:21]=4)[CH2:16][CH2:15]3)=O)[CH2:8][CH2:7][C:5]=2[N:6]=1.[BH4-].[Na+].B(F)(F)F.CCOCC>O1CCCC1>[N:21]1[CH:22]=[CH:23][CH:24]=[CH:25][C:20]=1[N:17]1[CH2:18][CH2:19][N:14]([CH2:12][CH2:11][CH:9]2[CH2:8][CH2:7][C:5]3[N:6]=[C:2]([NH2:1])[S:3][C:4]=3[CH2:10]2)[CH2:15][CH2:16]1 |f:1.2,3.4|. Reported procedure: To a solution of (+)-1-[(2-amino-4,5,6,7-tetrahydro-6-benzothiazolyl)acetyl]-4-(2-pyridyl)piperazine (2.70 g) (Example M) in 250 ml of tetrahydrofuran is added sodium borohydride (1.07 g) under nitrogen. This suspension is cooled in an ice bath and boron trifluoride etherate (4.6 ml) added dropwise. The mixture is stirred at room temperature for one hour and the solvent removed in vacuo. The residue is dissolved in 250 ml of a 10% solution of hydrochloric acid and stirred for two hours. The solu...